From a dataset of the Open Reaction Database (ORD), a public repository of structured organic reaction records. describe an organic reaction: reactants, conditions, products, and yield Reactants: S1C=NC2=C1C=C(C=C2)N2C(N(CC2)C=2C=NC=CC2C=O)=O (3-(3-Benzothiazol-6-yl-2-oxo-imidazolidin-1-yl)-pyridine-4-carbaldehyde), [BH-](OC(=O)C)(OC(=O)C)OC(=O)C.[Na+] (NaBH(OAc)3), C1(CC1)N (Cyclopropylamine), C(C)(=O)O (acetic acid). Solvent: C(Cl)(Cl)Cl (chloroform), CO (methanol). Product: S1C=NC2=C1C=C(C=C2)N2C(N(CC2)C=2C=NC=CC2CNC2CC2)=O (1-Benzothiazol-6-yl-3-(4-cyclopropylaminomethyl-pyridin-3-yl)-imidazolidin-2-one). Isolated yield 11.5%. RXN SMILES: [S:1]1[C:5]2[CH:6]=[C:7]([N:10]3[CH2:14][CH2:13][N:12]([C:15]4[CH:16]=[N:17][CH:18]=[CH:19][C:20]=4[CH:21]=O)[C:11]3=[O:23])[CH:8]=[CH:9][C:4]=2[N:3]=[CH:2]1.[BH-](OC(C)=O)(OC(C)=O)OC(C)=O.[Na+].[CH:38]1([NH2:41])[CH2:40][CH2:39]1.C(O)(=O)C>C(Cl)(Cl)Cl.CO>[S:1]1[C:5]2[CH:6]=[C:7]([N:10]3[CH2:14][CH2:13][N:12]([C:15]4[CH:16]=[N:17][CH:18]=[CH:19][C:20]=4[CH2:21][NH:41][CH:38]4[CH2:40][CH2:39]4)[C:11]3=[O:23])[CH:8]=[CH:9][C:4]=2[N:3]=[CH:2]1 |f:1.2|. Procedure details: 3-(3-Benzothiazol-6-yl-2-oxo-imidazolidin-1-yl)-pyridine-4-carbaldehyde (I-177b: 100 mg, 0.3083 mmol) was reacted with NaBH(OAc)3 (98 mg, 0.4624 mmol), Cyclopropylamine (0.032 mL, 0.462 mmol) and acetic acid (5 mL) at room temperature for 12 hours to afford the crude product. The reaction was monitored by TLC (5% methanol in chloroform). Purification by column chromatography on silica gel (2% methanol in chloroform) followed by preparative HPLC afforded 13 mg of the product (11.6% yield). Starting materials: S1C=C(C=C1)C=1C=C(C=CC1)O (3-(3-thienyl)phenol), BrCCCCC#N (5-bromovaleronitrile), [H-].[Na+] (sodium hydride), CN(C=O)C (dimethylformamide), S1C=C(C=C1)C=1C=C(OCCCCC#N)C=CC1 (5-[3-(3-thienyl)phenoxy]valeronitrile), S1C=C(C=C1)C=1C=C(C=CC1)/C=C/CCCC#N ((E)-6-[3-(3-thienyl)phenyl]-5-hexenenitrile), raw material. The product is COC(\C(=C\CCC\C=C\C1=CC(=CC=C1)C1=CSC=C1)\C\C=C\C#CC(C)(C)C)=O ((E,E,E)-2-(6,6-dimethyl-2-hepten-4-ynyl)-8-[3-[3-thienyl)phenyl]-2,7-octadienic acid methyl ester). Reaction SMILES: S1C=[CH:4][C:3]([C:6]2[CH:7]=[C:8]([CH:16]=[CH:17][CH:18]=2)OCCCCC#N)=[CH:2]1.S1C=CC(C2C=[C:26]([OH:30])C=CC=2)=C1.Br[CH2:32]CCCC#N.[H-].[Na+].[S:40]1[CH:44]=[CH:43][C:42]([C:45]2[CH:46]=[C:47](/[CH:51]=[CH:52]/[CH2:53][CH2:54][CH2:55][C:56]#N)[CH:48]=[CH:49][CH:50]=2)=[CH:41]1.CN(C)[CH:60]=[O:61]>>[CH3:26][O:30][C:60](=[O:61])/[C:18](/[CH2:17]/[CH:16]=[CH:8]/[C:7]#[C:6][C:3]([CH3:2])([CH3:4])[CH3:32])=[CH:56]/[CH2:55][CH2:54][CH2:53]/[CH:52]=[CH:51]/[C:47]1[CH:48]=[CH:49][CH:50]=[C:45]([C:42]2[CH:43]=[CH:44][S:40][CH:41]=2)[CH:46]=1 |f:3.4|. Procedure details: (E,E)-2-(6,6-dimethyl-2-hepten-4-ynyl)-7-[3-(3-thienyl)phenoxy]-2-heptenoic acid methyl ester is obtained by carrying out the same reactions as in Referential Example 1 except that 5-[3-(3-thienyl)phenoxy]valeronitrile [synthesized by condensing 3-(3-thienyl)phenol with 5-bromovaleronitrile in dimethylformamide in the presence of sodium hydride] is used in place of (E)-6-[3-(3-thienyl)phenyl]-5-hexenenitrile which is the raw material compound used in the above.